Dataset: the Open Reaction Database (ORD), a public repository of structured organic reaction records. Task: describe an organic reaction: reactants, conditions, products, and yield Product: COC=1C=C(C=CC1OC)CCNC=1C(N(S(C1C1=CC=CC=C1)(=O)=O)C(C)C)=O (4-{[2-(3,4-Dimethoxyphenyl)ethyl]amino}-2-isopropyl-5-phenylisothiazol-3(2H)-one 1,1-dioxide). The reactants are C(C)(C)(C)N1S(C(=C(C1=O)Cl)C1=CC=CC=C1)(=O)=O (2-tert-Butyl-4-chloro-5-phenylisothiazol-3(2H)-one 1,1-dioxide), COC=1C=C(C=CC1OC)CCN ([2-(3,4-dimethoxyphenyl)ethyl]amine), H+. As a reaction SMILES: [C:1]([N:5]1[C:9](=[O:10])[C:8](Cl)=[C:7]([C:12]2[CH:17]=[CH:16][CH:15]=[CH:14][CH:13]=2)[S:6]1(=[O:19])=[O:18])([CH3:4])([CH3:3])C.[CH3:20][O:21][C:22]1[CH:23]=[C:24]([CH2:30][CH2:31][NH2:32])[CH:25]=[CH:26][C:27]=1[O:28][CH3:29]>>[CH3:20][O:21][C:22]1[CH:23]=[C:24]([CH2:30][CH2:31][NH:32][C:8]2[C:9](=[O:10])[N:5]([CH:1]([CH3:3])[CH3:4])[S:6](=[O:18])(=[O:19])[C:7]=2[C:12]2[CH:13]=[CH:14][CH:15]=[CH:16][CH:17]=2)[CH:25]=[CH:26][C:27]=1[O:28][CH3:29]. Procedure details: The title compound was prepared from 2-tert-Butyl-4-chloro-5-phenylisothiazol-3(2H)-one 1,1-dioxide and [2-(3,4-dimethoxyphenyl)ethyl]amine in a similar manner as described for Example 24. 1H NMR (500 MHz CDCl3): δ 7.58-7.52 (m, 2H), 7.50-7.46 (m, 3H), 6.76 (d, 1H), 6.46 (dd, 1H), 6.36 (d, 1H), 5.40 (t, 1H), 4.41 (sept, 1H), 3.86 (s, 3H), 3.82 (s, 3H), 3.13 (q, 2H), 2.57 (t, 2H), 1.59 (d, 6H); 13C NMR (125 MHz, CDCl3): δ 158.7, 149.3, 148.1, 135.4, 131.7, 130.0, 129.9, 128.8, 125.4, 120.8, 111.8... Starting materials: CC1=NC=C(C(=N1)N)CN1CCN(CC1)CCC1=CC=CC=C1 (2-methyl-5-(4-phenethyl-piperazin-1-ylmethyl)-pyrimidin-4-ylamine), Cl (hydrochloric acid). Solvent: CO (methanol). Yields the product Cl.CC1=NC=C(C(=N1)N)CN1CCN(CC1)CCC1=CC=CC=C1 (2-methyl-5-(4-phenethyl-piperazin-1-ylmethyl)-pyrimidin-4-ylamine hydrochloride). Yield: 86.2%. Reaction SMILES: [CH3:1][C:2]1[N:7]=[C:6]([NH2:8])[C:5]([CH2:9][N:10]2[CH2:15][CH2:14][N:13]([CH2:16][CH2:17][C:18]3[CH:23]=[CH:22][CH:21]=[CH:20][CH:19]=3)[CH2:12][CH2:11]2)=[CH:4][N:3]=1.[ClH:24]>CO>[ClH:24].[CH3:1][C:2]1[N:7]=[C:6]([NH2:8])[C:5]([CH2:9][N:10]2[CH2:11][CH2:12][N:13]([CH2:16][CH2:17][C:18]3[CH:23]=[CH:22][CH:21]=[CH:20][CH:19]=3)[CH2:14][CH2:15]2)=[CH:4][N:3]=1 |f:3.4|. Reported procedure: A solution of 0.37 g (0.0012 mol) of 2-methyl-5-(4-phenethyl-piperazin-1-ylmethyl)-pyrimidin-4-ylamine in 20 ml of methanol was treated with 0.37 ml (0.00129 mol) of 3.5N ethanolic hydrochloric acid, The solution was completely freed from the solvents and the residue was recrystallized from ethanol. 0.36 g (87%) of 2-methyl-5-(4-phenethyl-piperazin-1-ylmethyl)-pyrimidin-4-ylamine hydrochloride (1:1.2) was obtained as white crystals; m.p. 240°-242°.